This data is from the Open Reaction Database (ORD), a public repository of structured organic reaction records. The task is: describe an organic reaction: reactants, conditions, products, and yield Reactants: N(=O)OCCC(C)C (isoamyl nitrite), C([O-])([O-])=O.[Na+].[Na+] (sodium carbonate), FC1=C(OC2=NC=C(C(=C2)NC(C)=O)C)C=CC(=C1)F (N-[2-(2,4-difluorophenoxy)-5-methylpyridin-4-yl]acetamide), C(C)(=O)OC(C)=O (acetic anhydride), C(C)(=O)[O-].[K+] (potassium acetate). The solvent is C1=CC=CC=C1 (benzene), C1=CC=CC=C1 (benzene), C(C)(=O)O (acetic acid). Reaction conditions: time 18 hour. The product is FC1=C(OC2=CC3=C(C=N2)C=NN3C(C)=O)C=CC(=C1)F (1-[6-(2,4-difluorophenoxy)pyrazolo[4,3-c]pyridine-1-yl]ethanone). Yield: 11.0%. RXN SMILES: [F:1][C:2]1[CH:19]=[C:18]([F:20])[CH:17]=[CH:16][C:3]=1[O:4][C:5]1[CH:10]=[C:9]([NH:11][C:12](=[O:14])[CH3:13])[C:8]([CH3:15])=[CH:7][N:6]=1.C(OC(=O)C)(=O)C.C([O-])(=O)C.[K+].[N:33](OCCC(C)C)=O.C(=O)([O-])[O-].[Na+].[Na+]>C1C=CC=CC=1.C(O)(=O)C>[F:1][C:2]1[CH:19]=[C:18]([F:20])[CH:17]=[CH:16][C:3]=1[O:4][C:5]1[N:6]=[CH:7][C:8]2[CH:15]=[N:33][N:11]([C:12](=[O:14])[CH3:13])[C:9]=2[CH:10]=1 |f:2.3,5.6.7|. Reported procedure: A mixture of N-[2-(2,4-difluorophenoxy)-5-methylpyridin-4-yl]acetamide (2.3 g), acetic anhydride (2.6 g), acetic acid (2.7 mL) and potassium acetate (1.7 g) in 40 mL of benzene was brought to reflux. A solution of isoamyl nitrite (1.5 mL) in 10 mL of benzene was added to the refluxing solution over a period of two hours and refluxing was continued for an additional 18 hours. The reaction mixture was cooled and stirred with 50 mL of a 5% aqueous sodium carbonate solution for 3 hours. The organic ... The reactants are C(C)(C)(C)OC(=O)C1(COC(OC1)(C)C)C=C (2,2-dimethyl-5-vinyl-[1,3]dioxane-5-carboxylic acid tert-butyl ester), C(C)OC(=O)C1(COC(OC1)(C)C)C(C)=O (5-acetyl-2,2-dimethyl-[1,3]dioxane-5-carboxylic acid ethyl ester). Product: C(C)OC(=O)C1(COC(OC1)(C)C)C=C (2,2-Dimethyl-5-vinyl-[1,3]dioxane-5-carboxylic acid ethyl ester). The yield is 50.0%. Reaction SMILES: [C:1]([O:5][C:6]([C:8]1([CH:16]=[CH2:17])[CH2:13][O:12][C:11]([CH3:15])([CH3:14])[O:10][CH2:9]1)=[O:7])(C)(C)[CH3:2].C(OC(C1(C(=O)C)COC(C)(C)OC1)=O)C>>[CH2:1]([O:5][C:6]([C:8]1([CH:16]=[CH2:17])[CH2:13][O:12][C:11]([CH3:15])([CH3:14])[O:10][CH2:9]1)=[O:7])[CH3:2]. Procedure details: Compound 99b was prepared in the same manner as 2,2-dimethyl-5-vinyl-[1,3]dioxane-5-carboxylic acid tert-butyl ester using 5-acetyl-2,2-dimethyl-[1,3]dioxane-5-carboxylic acid ethyl ester instead of 5-acetyl-2,2-dimethyl-[1,3]dioxane-5-carboxylic acid tert-butyl ester in 50% yield over 2 steps. 1H NMR (300 MHz, CDCl3) δ 1.31 (t, J=7.1 Hz, 3H), 1.41 (s, 3H), 1.46 (s, 3H), 4.10 (ABq, ΔδAB=0.44, JAB=11.9 Hz, 4H), 4.26 (q, J=7.1 Hz, 2H), 5.24 (d, J=17.4 Hz, 1H), 5.28 (d, J=10.9 Hz, 1H), 5.24 (dd, J=...